Dataset: the Open Reaction Database (ORD), a public repository of structured organic reaction records. Task: describe an organic reaction: reactants, conditions, products, and yield Run at temperature 250 celsius. Reaction SMILES: Br[C:2]1[CH:3]=[CH:4][C:5]2[C:11]3[S:12][C:13]([C:15]([N:17]([C:19]4[CH:24]=[CH:23][CH:22]=[CH:21][C:20]=4[Cl:25])[CH3:18])=[O:16])=[CH:14][C:10]=3[CH2:9][CH2:8][O:7][C:6]=2[CH:26]=1.[C:27]([Cu])#[N:28]>CN(C=O)C.[Cl-].[NH4+]>[Cl:25][C:20]1[CH:21]=[CH:22][CH:23]=[CH:24][C:19]=1[N:17]([CH3:18])[C:15]([C:13]1[S:12][C:11]2[C:5]3[CH:4]=[CH:3][C:2]([C:27]#[N:28])=[CH:26][C:6]=3[O:7][CH2:8][CH2:9][C:10]=2[CH:14]=1)=[O:16] |f:3.4|. Procedure: To a solution of 8-bromo-N-(2-chlorophenyl)-N-methyl-4,5-dihydrobenzo[b]thieno[2,3-d]oxepine-2-carboxamide 150 (50 mg, 0.11 mmol) in 1 mL of DMF in a 10 mL microwave vial was added CuCN (30 mg). The reaction vessel was sealed and heated to 250° C. in a microwave for 20 min. The whole was cooled to room temperature, diluted with saturated aqueous ammonium chloride and extracted with ethylacetate. The combined organic extracts were concentrated and the crude residue purified by reverse phase HPLC ... The reactants are BrC=1C=CC2=C(OCCC3=C2SC(=C3)C(=O)N(C)C3=C(C=CC=C3)Cl)C1 (8-bromo-N-(2-chlorophenyl)-N-methyl-4,5-dihydrobenzo[b]thieno[2,3-d]oxepine-2-carboxamide), C(#N)[Cu] (CuCN). Run in [Cl-].[NH4+] (ammonium chloride), CN(C)C=O (DMF). Yields the product ClC1=C(C=CC=C1)N(C(=O)C1=CC2=C(C3=C(OCC2)C=C(C=C3)C#N)S1)C (N-(2-chlorophenyl)-8-cyano-N-methyl-4,5-dihydrobenzo[b]thieno[2,3-d]oxepine-2-carboxamide). The reactants are ClC1=NC(=CC(=N1)C1=CC(=C(C=C1)Cl)C)C (2-chloro-4-(4-chloro-3-methyl-phenyl)-6-methyl-pyrimidine), BrC=1C=C(C=CC1)B(O)O (3-bromo-benzene-boronic acid). Product: BrC=1C=C(C=CC1)C1=NC(=CC(=N1)C1=CC(=C(C=C1)Cl)C)C (2-(3-Bromo-phenyl)-4-(4-chloro-3-methyl-phenyl)-6-methyl-pyrimidine), solid. The yield is 51.0%. Reaction SMILES: Cl[C:2]1[N:7]=[C:6]([C:8]2[CH:13]=[CH:12][C:11]([Cl:14])=[C:10]([CH3:15])[CH:9]=2)[CH:5]=[C:4]([CH3:16])[N:3]=1.[Br:17][C:18]1[CH:19]=[C:20](B(O)O)[CH:21]=[CH:22][CH:23]=1>>[Br:17][C:18]1[CH:23]=[C:22]([C:2]2[N:7]=[C:6]([C:8]3[CH:13]=[CH:12][C:11]([Cl:14])=[C:10]([CH3:15])[CH:9]=3)[CH:5]=[C:4]([CH3:16])[N:3]=2)[CH:21]=[CH:20][CH:19]=1. Procedure: The title compound was prepared from 2-chloro-4-(4-chloro-3-methyl-phenyl)-6-methyl-pyrimidine (example A.47) (3.84 g, 15.2 mmol) and commercially available 3-bromo-benzene-boronic acid (3.2 g, 15.9 mmol) according to the general procedure IVb. Obtained as a white solid (2.87 g, 51%). MS (ISP) 375.1 [(M+H)+]; mp 108° C. Starting materials: three-mouth, ClC1=NC(=C2NC=NC2=N1)Cl (2,6-dichloropurine), C(C)(=O)OCC (ethyl acetate), pyridinium salt, acid, NC(CC)O (aminopropanol), O1CCCC=C1 (2,3-dihydropyrane). Run in C(C)N(CC)CC (Triethylamine). Reaction conditions: time 5 minute. Product: N1=CN=C2N=CNC2=C1 (purin). Isolated yield 182.5%. As a reaction SMILES: Cl[C:2]1[N:10]=[C:9]2[C:5]([NH:6][CH:7]=[N:8]2)=[C:4](Cl)[N:3]=1.C(OCC)(=O)C.O1C=CCCC1.NC(O)CC>C(N(CC)CC)C>[N:3]1[CH:4]=[C:5]2[C:9]([N:8]=[CH:7][NH:6]2)=[N:10][CH:2]=1. Reported procedure: In a 100 ml three-mouth bottle, 2,6-dichloropurine (10 g), ethyl acetate (50 ml), pyridinium salt of paratoluenesulfonic acid (0.2 g) are mixed. The above mixture is stirred and heated to a temperature of 35° C., 2,3-dihydropyrane (12 ml) is added thereto within 5 min. The above mixture is reacted at 50˜60° C. for 3 h. The completion of reaction is checked with TCL analysis. Triethylamine (7.9 ml) is added to the bottle, and DL-aminopropanol (7.0 ml) is added thereto under the temperature. The a... Starting materials: [N+](=O)([O-])C1=CC=C(CCBr)C=C1 (4-nitrophenethyl bromide), CNCCO (N-methylethanolamine). The solvent is C=1(C(=CC=CC1)C)C (xylene). Yields the product CN(CCC1=CC=C(C=C1)[N+](=O)[O-])CCO (2-[N-Methyl-N-(4-nitrophenethyl)amino]ethanol). The yield is 90.1%. As a reaction SMILES: [N+:1]([C:4]1[CH:12]=[CH:11][C:7]([CH2:8][CH2:9]Br)=[CH:6][CH:5]=1)([O-:3])=[O:2].[CH3:13][NH:14][CH2:15][CH2:16][OH:17]>C1(C)C(C)=CC=CC=1>[CH3:13][N:14]([CH2:15][CH2:16][OH:17])[CH2:9][CH2:8][C:7]1[CH:11]=[CH:12][C:4]([N+:1]([O-:3])=[O:2])=[CH:5][CH:6]=1. Procedure: A mixture of 4-nitrophenethyl bromide (11.5 g) and N-methylethanolamine (8.25 g) in xylene (100 ml) was stirred at reflux for 16 hours. After evaporation, the residue was partitioned between 5% aqueous sodium bicarbonate and methylene chloride. The organic liquors were washed with saturated aqueous brine, dried (MgSO4), filtered and evaporated to give an orange oil (10.1 g). Chromatography on silica ("Kieselgel 60"-Trade Mark) eluting with ethyl acetate followed by collection and evaporation of ... Solvent: ClCCl (dichloromethane), ClCCl (dichloromethane), CO (methanol). Run at time 1 hour. Starting materials: ( n ), CN(C1=CC=C(C2=CC=CC=C12)C=O)C (4-(dimethylamino)-1-naphthaldehyde), CC1=C(N=CN1C(C1=CC=CC=C1)(C1=CC=CC=C1)C1=CC=CC=C1)CO ((5-methyl-1-trityl-1H-imidazol-4-yl)methanol), IC=1N(C=C(N1)C)C(C1=CC=CC=C1)(C1=CC=CC=C1)C1=CC=CC=C1 (iodo-4-methyl-1-trityl-1H-imidazole), C(C)[Mg]Br (ethyl magnesium bromide). RXN SMILES: [CH3:1][C:2]1[N:6]([C:7]([C:20]2[CH:25]=[CH:24][CH:23]=[CH:22][CH:21]=2)([C:14]2[CH:19]=[CH:18][CH:17]=[CH:16][CH:15]=2)[C:8]2[CH:13]=[CH:12][CH:11]=[CH:10][CH:9]=2)[CH:5]=[N:4][C:3]=1[CH2:26][OH:27].I[C:29]1[N:30]([C:35]([C:48]2[CH:53]=[CH:52][CH:51]=[CH:50][CH:49]=2)([C:42]2[CH:47]=[CH:46][CH:45]=[CH:44][CH:43]=2)[C:36]2[CH:41]=[CH:40][CH:39]=[CH:38][CH:37]=2)[CH:31]=[C:32]([CH3:34])[N:33]=1.C([Mg]Br)C.[CH3:58][N:59]([CH3:72])[C:60]1[C:69]2[C:64](=[CH:65][CH:66]=[CH:67][CH:68]=2)[C:63]([CH:70]=[O:71])=[CH:62][CH:61]=1>ClCCl.CO>[CH3:31][N:30]([CH3:29])[C:35]1[C:42]2[C:43](=[CH:44][CH:45]=[CH:46][CH:47]=2)[C:52]([CH:26]([C:3]2[N:4]=[CH:5][N:6]([C:7]([C:14]3[CH:15]=[CH:16][CH:17]=[CH:18][CH:19]=3)([C:8]3[CH:9]=[CH:10][CH:11]=[CH:12][CH:13]=3)[C:20]3[CH:25]=[CH:24][CH:23]=[CH:22][CH:21]=3)[C:2]=2[CH3:1])[OH:27])=[CH:53][CH:48]=1.[CH3:58][N:59]([CH3:72])[C:60]1[C:69]2[C:64](=[CH:65][CH:66]=[CH:67][CH:68]=2)[C:63]([CH:70]([C:31]2[N:30]([C:35]([C:48]3[CH:53]=[CH:52][CH:51]=[CH:50][CH:49]=3)([C:36]3[CH:37]=[CH:38][CH:39]=[CH:40][CH:41]=3)[C:42]3[CH:47]=[CH:46][CH:45]=[CH:44][CH:43]=3)[CH:29]=[N:33][C:32]=2[CH3:34])[OH:71])=[CH:62][CH:61]=1. The product is CN(C1=CC=C(C2=CC=CC=C12)C(O)C=1N=CN(C1C)C(C1=CC=CC=C1)(C1=CC=CC=C1)C1=CC=CC=C1)C ((4-(dimethylamino)naphthalen-1-yl)(5-methyl-1-trityl-1H-imidazol-4-yl)methanol), CN(C1=CC=C(C2=CC=CC=C12)C(O)C1=C(N=CN1C(C1=CC=CC=C1)(C1=CC=CC=C1)C1=CC=CC=C1)C)C ((4-(dimethylamino)naphthalen-1-yl)(4-methyl-1-trityl-1H-imidazol-5-yl)methanol). Procedure: (4-Dimethylamino)naphthalen-1-yl)(5-methyl-1-trityl-1H-imidazol-4-yl)methanol and (4-(dimethylamino)naphthalen-1-yl)-4-methyl-1-trityl-1H-imidazol-5-yl)methanol (4): A solution of (2) (5.1 g, 11.3 mmol) in dichloromethane (70 ml) was added ethyl magnesium bromide (3.0 M in diethyl ether, 3.8 mL, 11.4 mmol) drop wise at rt. The mixture was stirred for 1 h and a solution of 4-(dimethylamino)-1-naphthaldehyde (3) (1.15 g, 7.35 mmol) in dichloromethane (30 mL) was added drop wise via addition funnel... Yield: 87.0%. Reactants: COC=1C=C2C=3NC(C4=C(C3OC2=CC1)C=CC=C4)=O (8-Methoxy-6H-11-oxa-6-aza-benzo[α]fluoren-5-one), B(Br)(Br)Br (boron tribromide). The solvent is O (water). Run at time 1 hour. Product: OC=1C=C2C=3NC(C4=C(C3OC2=CC1)C=CC=C4)=O (8-Hydroxy-6H-11-oxa-6-aza-benzo[α]fluoren-5-one). Reaction SMILES: C[O:2][C:3]1[CH:4]=[C:5]2[C:13](=[CH:14][CH:15]=1)[O:12][C:11]1[C:10]3[CH:16]=[CH:17][CH:18]=[CH:19][C:9]=3[C:8](=[O:20])[NH:7][C:6]2=1.B(Br)(Br)Br>O>[OH:2][C:3]1[CH:4]=[C:5]2[C:13](=[CH:14][CH:15]=1)[O:12][C:11]1[C:10]3[CH:16]=[CH:17][CH:18]=[CH:19][C:9]=3[C:8](=[O:20])[NH:7][C:6]2=1. Reported procedure: 8-Methoxy-6H-11-oxa-6-aza-benzo[α]fluoren-5-one (22a) (5.0 g) was cooled using an ice bath, and boron tribromide (1 M in methylene chloride, 95 mL, 95 mmol, 5 eq.) added in a steady stream under nitrogen. The reaction was heated at reflux under inert atmosphere for two hours, then cooled to room temperature and poured into water (150 mL). The resulting suspension was allowed to stir for 1 h, filtered, and the solids were washed with water (2×200 mL). The solids were then diluted with 5 N sodium ... Reactants: [H-].C(C(C)C)[Al+]CC(C)C (Diisobutylaluminium hydride), C(C)OC(\C=C\C1=CC=2N(C=C1)C=CN2)=O ((E)-3-Imidazo[1,2-a]pyridin-7-yl-acrylic acid ethyl ester), CC(C)C[AlH]CC(C)C (DIBAL). Run in C1(=CC=CC=C1)C.ClCCl (toluene dichloromethane). Yields the product N=1C=CN2C1C=C(C=C2)/C=C/CO ((E)-3-Imidazo[1,2-a]pyridin-7-yl-prop-2-en-1-ol). The yield is 78.2%. Reaction SMILES: C([O:3][C:4](=O)/[CH:5]=[CH:6]/[C:7]1[CH:12]=[CH:11][N:10]2[CH:13]=[CH:14][N:15]=[C:9]2[CH:8]=1)C.[H-].C([Al+]CC(C)C)C(C)C.CC(C[AlH]CC(C)C)C>C1(C)C=CC=CC=1.ClCCl>[N:15]1[CH:14]=[CH:13][N:10]2[CH:11]=[CH:12][C:7](/[CH:6]=[CH:5]/[CH2:4][OH:3])=[CH:8][C:9]=12 |f:1.2,4.5|. Procedure details: (E)-3-Imidazo[1,2-a]pyridin-7-yl-acrylic acid ethyl ester (prepared according to Procedure H1 to H4 using triethylphosphono acetate, 519 mg, 2.4 mmol) was dissolved in a mixture of toluene/dichloromethane (1:1, 12 ml) and cooled on a dry ice/acetone bath. Diisobutylaluminium hydride (1 M in toluene, 3 ml) was added dropwise. After 45 minutes the reaction was transferred to a salt/ice bath and further portions of DIBAL were added until the reaction was complete. The reaction was quenched by the c... Reactants: Nc1nnn(C(F)F)n1, O=C(Cl)C1c2ccccc2Oc2ccccc21. The product is O=C(Nc1nnn(C(F)F)n1)C1c2ccccc2Oc2ccccc21. As a reaction SMILES: [NH2:1][c:2]1[n:3][n:4][n:5]([CH:7]([F:8])[F:9])[n:6]1.[cH:10]1[cH:11][cH:12][cH:13][c:14]2[c:23]1[CH:22]([C:24](=[O:25])[Cl:26])[c:21]1[c:16]([cH:17][cH:18][cH:19][cH:20]1)[O:15]2>>[NH:1]([c:2]1[n:3][n:4][n:5]([CH:7]([F:8])[F:9])[n:6]1)[C:24]([CH:22]1[c:21]2[c:16]([cH:17][cH:18][cH:19][cH:20]2)[O:15][c:14]2[cH:13][cH:12][cH:11][cH:10][c:23]21)=[O:25].